From a dataset of the Open Reaction Database (ORD), a public repository of structured organic reaction records. describe an organic reaction: reactants, conditions, products, and yield The product is Cc1c(C=C2C(=O)Nc3ccc(C(=O)O)cc32)[nH]c2ccccc12. As a reaction SMILES: [C:1](=[O:2])([OH:3])[c:4]1[cH:5][c:6]2[c:10]([cH:11][cH:12]1)[NH:9][C:8](=[O:13])[CH2:7]2.[CH2:26]1[CH2:27][CH2:28][NH:29][CH2:30][CH2:31]1.[CH3:14][c:15]1[c:16]([CH:24]=[O:25])[nH:17][c:18]2[cH:19][cH:20][cH:21][cH:22][c:23]12.[CH3:32][CH2:33][OH:34]>>[C:1](=[O:2])([OH:3])[c:4]1[cH:5][c:6]2[c:10]([cH:11][cH:12]1)[NH:9][C:8](=[O:13])[C:7]2=[CH:24][c:16]1[c:15]([CH3:14])[c:23]2[c:18]([nH:17]1)[cH:19][cH:20][cH:21][cH:22]2. Starting materials: O=C1Cc2cc(C(=O)O)ccc2N1, C1CCNCC1, Cc1c(C=O)[nH]c2ccccc12, CCO. Starting materials: COC1=CC=2C3C(N(C2C=C1)CC(C)(O)C1=CC=NC=C1)CCN(C3)C (1-(8-Methoxy-2-methyl-2,3,4,4a-tetrahydro-1H-pyrido[4,3-b]indol-5(9bH)-yl)-2-(pyridin-4-yl)propan-2-ol), [OH-].[K+] (KOH). Run in S(=O)(Cl)Cl (thionylchloride), O (water). Reaction conditions: time 2 hour. Yields the product COC1=CC=2C3=C(N(C2C=C1)\C=C(\C)/C1=CC=NC=C1)CCN(C3)C ((Z)-8-methoxy-2-methyl-5-(2-(pyridin-4-yl)prop-1-enyl)-2,3,4,5-tetrahydro-1H-pyrido[4,3-b]indole). RXN SMILES: [CH3:1][O:2][C:3]1[CH:11]=[CH:10][C:9]2[N:8]([CH2:12][C:13]([C:16]3[CH:21]=[CH:20][N:19]=[CH:18][CH:17]=3)(O)[CH3:14])[CH:7]3[CH2:22][CH2:23][N:24]([CH3:26])[CH2:25][CH:6]3[C:5]=2[CH:4]=1.[OH-].[K+]>S(Cl)(Cl)=O.O>[CH3:1][O:2][C:3]1[CH:11]=[CH:10][C:9]2[N:8](/[CH:12]=[C:13](\[C:16]3[CH:21]=[CH:20][N:19]=[CH:18][CH:17]=3)/[CH3:14])[C:7]3[CH2:22][CH2:23][N:24]([CH3:26])[CH2:25][C:6]=3[C:5]=2[CH:4]=1 |f:1.2|. Procedure: 1-(8-Methoxy-2-methyl-2,3,4,4a-tetrahydro-1H-pyrido[4,3-b]indol-5(9bH)-yl)-2-(pyridin-4-yl)propan-2-ol (500 mg, 1.4 mmol) was dissolved in thionylchloride (5 mL) was stirred at RT for 2 h. The reaction mixture was concentrated under reduced pressure. The residue was dissolved in N-methyl-2-pyrrolidone (4 mL) and stirred for 5 min. Powdered KOH (798 mg, 14.2 mmol) was added and stirring was continued at RT for additional 5 min. The reaction mixture was heated at 100° C. for 1 h. The progress of r... The reactants are compound, C(C)(=O)C1C(C2=C(C=CC(=C2CC1)Cl)C(C)=O)=O (2,8-Diacetyl-5-chloro-1-tetralone), C(C)(=O)NC1C(C2=C(C=CC=C2CC1)NC(C)=O)=O (2,8-diacetylamino-1-tetralone). Product: C(C)(=O)NC1C(C2=C(C=CC(=C2CC1)Cl)N)=O (2-Acetylamino-8-amino-5-chloro-1-tetralone). As a reaction SMILES: C(C1CCC2C(=C(C(=O)C)C=CC=2[Cl:14])C1=O)(=O)C.[C:19]([NH:22][CH:23]1[CH2:32][CH2:31][C:30]2[C:25](=[C:26]([NH:33]C(=O)C)[CH:27]=[CH:28][CH:29]=2)[C:24]1=[O:37])(=[O:21])[CH3:20]>>[C:19]([NH:22][CH:23]1[CH2:32][CH2:31][C:30]2[C:25](=[C:26]([NH2:33])[CH:27]=[CH:28][C:29]=2[Cl:14])[C:24]1=[O:37])(=[O:21])[CH3:20]. Procedure details: The reaction was carried out in the same manner as in Example 1-(4), except that 270 mg of the compound prepared in (1) above was used instead of 2,8-diacetylamino-1-tetralone of Example 1-(4), and post-treated to produce 160 mg of the title compound. Starting materials: CN(C)C=O, Cc1cccc(-c2cc3cccc(Cl)n3n2)c1, ClCCl, O, O=P(Cl)(Cl)Cl. The product is Cc1cccc(-c2nn3c(Cl)cccc3c2C=O)c1. Reaction SMILES: [CH3:1][N:2]([CH:3]=[O:4])[CH3:5].[Cl:11][c:12]1[cH:13][cH:14][cH:15][c:16]2[n:17]1[n:18][c:19](-[c:21]1[cH:22][c:23]([CH3:27])[cH:24][cH:25][cH:26]1)[cH:20]2.[Cl:29][CH2:30][Cl:31].[OH2:28].[P:6]([Cl:7])([Cl:8])([Cl:9])=[O:10]>>[CH:3](=[O:4])[c:20]1[c:16]2[cH:15][cH:14][cH:13][c:12]([Cl:11])[n:17]2[n:18][c:19]1-[c:21]1[cH:22][c:23]([CH3:27])[cH:24][cH:25][cH:26]1. Starting materials: ClCCl, O=C(OO)c1cccc(Cl)c1, [Na+], [Na+], O=C(OCc1ccccc1)C(Cc1ccccc1)OC(=O)N1CCSC1, O=S([O-])[O-]. The product is O=C(OCc1ccccc1)C(Cc1ccccc1)OC(=O)N1CCS(=O)C1. RXN SMILES: [CH2:44]([Cl:45])[Cl:46].[Cl:27][c:28]1[cH:29][cH:30][cH:31][c:32]([C:33]([O:34][OH:36])=[O:35])[cH:37]1.[Na+:42].[Na+:43].[S:1]1[CH2:2][N:3]([C:6](=[O:7])[O:8][CH:9]([C:10](=[O:11])[O:12][CH2:13][c:14]2[cH:15][cH:16][cH:17][cH:18][cH:19]2)[CH2:20][c:21]2[cH:22][cH:23][cH:24][cH:25][cH:26]2)[CH2:4][CH2:5]1.[S:38]([O-:39])([O-:40])=[O:41]>>[S:1]1(=[O:35])[CH2:2][N:3]([C:6](=[O:7])[O:8][CH:9]([C:10](=[O:11])[O:12][CH2:13][c:14]2[cH:15][cH:16][cH:17][cH:18][cH:19]2)[CH2:20][c:21]2[cH:22][cH:23][cH:24][cH:25][cH:26]2)[CH2:4][CH2:5]1.